Dataset: the Open Reaction Database (ORD), a public repository of structured organic reaction records. Task: describe an organic reaction: reactants, conditions, products, and yield Reactants: Cc1ccnc(NN)c1Oc1cc(Cl)cc(Br)c1, ClCCCl, [Cl-], O=C(O)C(F)(F)F, [NH4+], CN(C)C=O, O=C(O)Cc1n[nH]c2ncccc12. Yields the product Cc1ccnc(NNC(=O)Cc2n[nH]c3ncccc23)c1Oc1cc(Cl)cc(Br)c1. RXN SMILES: [Br:8][c:9]1[cH:10][c:11]([O:12][c:13]2[c:14]([NH:20][NH2:21])[n:15][cH:16][cH:17][c:18]2[CH3:19])[cH:22][c:23]([Cl:25])[cH:24]1.[CH2:41]([Cl:42])[CH2:43][Cl:44].[Cl-:39].[F:1][C:2]([F:3])([F:4])[C:5]([OH:6])=[O:7].[NH4+:40].[O:45]=[CH:46][N:47]([CH3:48])[CH3:49].[nH:26]1[n:27][c:28]([CH2:35][C:36](=[O:37])[OH:38])[c:29]2[c:30]1[n:31][cH:32][cH:33][cH:34]2>>[Br:8][c:9]1[cH:10][c:11]([O:12][c:13]2[c:14]([NH:20][NH:21][C:36]([CH2:35][c:28]3[n:27][nH:26][c:30]4[c:29]3[cH:34][cH:33][cH:32][n:31]4)=[O:37])[n:15][cH:16][cH:17][c:18]2[CH3:19])[cH:22][c:23]([Cl:25])[cH:24]1.